Task: describe an organic reaction: reactants, conditions, products, and yield. Dataset: the Open Reaction Database (ORD), a public repository of structured organic reaction records Reactants: CCOC(=O)CCCN1CCCCC1, Cl, [Na+], [OH-], O. The product is O=C(O)CCCN1CCCCC1. RXN SMILES: [CH2:1]([CH3:2])[O:3][C:4]([CH2:5][CH2:6][CH2:7][N:8]1[CH2:9][CH2:10][CH2:11][CH2:12][CH2:13]1)=[O:14].[ClH:17].[Na+:16].[OH-:15].[OH2:18]>>[O:3]=[C:4]([CH2:5][CH2:6][CH2:7][N:8]1[CH2:9][CH2:10][CH2:11][CH2:12][CH2:13]1)[OH:14]. Starting materials: CC(C)(C)[Si](C)(C)OCCO, COC(Cc1ccc(O)cc1)C(=O)O. Yields the product COC(Cc1ccc(OCCO[Si](C)(C)C(C)(C)C)cc1)C(=O)O. Reaction SMILES: [C:15]([CH3:16])([CH3:17])([CH3:18])[Si:19]([O:20][CH2:21][CH2:22][OH:23])([CH3:24])[CH3:25].[OH:1][c:2]1[cH:3][cH:4][c:5]([CH2:8][CH:9]([C:10](=[O:11])[OH:12])[O:13][CH3:14])[cH:6][cH:7]1>>[O:1]([c:2]1[cH:3][cH:4][c:5]([CH2:8][CH:9]([C:10](=[O:11])[OH:12])[O:13][CH3:14])[cH:6][cH:7]1)[CH2:22][CH2:21][O:20][Si:19]([C:15]([CH3:16])([CH3:17])[CH3:18])([CH3:24])[CH3:25]. Starting materials: C(CCC)OC=1C=C(C(=O)C2=NC=C(C3=CC(=C(C=C23)OC)OC)C(=O)OCC)C=CC1 (1-(3-butoxybenzoyl)-6,7-dimethoxy-4-ethoxycarbonyl-isoquinoline). Solvent: C(C)O (ethanol), C1CCOC1 (THF), [OH-].[Na+] (sodium hydroxide). The product is C(CCC)OC=1C=C(C(=O)C2=NC=C(C3=CC(=C(C=C23)OC)OC)C(=O)O)C=CC1 (1-(3-Butoxy-benzoyl)-6,7-dimethoxy-isoquinoline-4-carboxylic acid). Yield: 96.0%. RXN SMILES: [CH2:1]([O:5][C:6]1[CH:7]=[C:8]([CH:30]=[CH:31][CH:32]=1)[C:9]([C:11]1[C:20]2[C:15](=[CH:16][C:17]([O:23][CH3:24])=[C:18]([O:21][CH3:22])[CH:19]=2)[C:14]([C:25]([O:27]CC)=[O:26])=[CH:13][N:12]=1)=[O:10])[CH2:2][CH2:3][CH3:4]>C(O)C.C1COCC1.[OH-].[Na+]>[CH2:1]([O:5][C:6]1[CH:7]=[C:8]([CH:30]=[CH:31][CH:32]=1)[C:9]([C:11]1[C:20]2[C:15](=[CH:16][C:17]([O:23][CH3:24])=[C:18]([O:21][CH3:22])[CH:19]=2)[C:14]([C:25]([OH:27])=[O:26])=[CH:13][N:12]=1)=[O:10])[CH2:2][CH2:3][CH3:4] |f:3.4|. Procedure: The above intermediate, 1-(3-butoxybenzoyl)-6,7-dimethoxy-4-ethoxycarbonyl-isoquinoline (390 mg, 0.89 mmol) was dissolved in a solution of ethanol (10 ml), THF (5 ml) and 4N sodium hydroxide (1 ml). The mixture was refluxed until all starting material was consumed. Solvents were evaporated and 25 ml of water was added. The solution was washed with ethyl ether (2×10 ml). The aqueous phase was neutralized by the addition of 4 ml of 1.0 N hydrochloric acid. The milky mixture was extracted with two ... The reactants are ClC1=C(C=CC=C1)[N+](=O)[O-] (1-chloro-2-nitrobenzene), NC1=C(N(C(=C1C)C)C)C(=O)[O-].[K+] (Potassium- 3-amino-1,4,5-trimethyl-1H-pyrrole-2-carboxylate), NC1=C(N(C(=C1C)C)C)C(=O)[O-].[K+] (Potassium- 3-amino-1,4,5-trimethyl-1H-pyrrole-2-carboxylate), C([O-])([O-])=O.[K+].[K+] (potassium carbonate), ClC1=C(C=CC=C1)[N+](=O)[O-] (1-chloro-2-nitrobenzene). Run in CN1C(CCC1)=O (1-methyl-2-pyrrolidone). Reaction conditions: time 12 hour. Product: CN1C(=C(C(=C1C)C)NC1=C(C=CC=C1)[N+](=O)[O-])C(=O)[O-].[K+] (Potassium 1,4,5-trimethyl-3-[(2-nitrophenyl)amino]-1H-pyrrole-2-carboxylate). RXN SMILES: Cl[C:2]1[CH:7]=[CH:6][CH:5]=[CH:4][C:3]=1[N+:8]([O-:10])=[O:9].[NH2:11][C:12]1[C:16]([CH3:17])=[C:15]([CH3:18])[N:14]([CH3:19])[C:13]=1[C:20]([O-:22])=[O:21].[K+:23].C(=O)([O-])[O-].[K+].[K+]>CN1CCCC1=O>[CH3:19][N:14]1[C:15]([CH3:18])=[C:16]([CH3:17])[C:12]([NH:11][C:2]2[CH:7]=[CH:6][CH:5]=[CH:4][C:3]=2[N+:8]([O-:10])=[O:9])=[C:13]1[C:20]([O-:22])=[O:21].[K+:23] |f:1.2,3.4.5,7.8|. Procedure: 38 g of 1-chloro-2-nitrobenzene, 38.8 g of potassium 3-amino-1,4,5-trimethyl-1H-pyrrole-2-carboxylate (crude product from Example 2) and 36 g of ground potassium carbonate (particle size: 0.07 mm) are stirred in 120 ml of 1-methyl-2-pyrrolidone under nitrogen at an internal temperature of 140° C. After 12 hours, a further 3.3 g of 1-chloro-2-nitrobenzene are added. For working up, the mixture is filtered hot, and the residue on the filter is rinsed 3 times with 10 ml of hot (100° C.) 1-methyl-2-...